Dataset: the Open Reaction Database (ORD), a public repository of structured organic reaction records. Task: describe an organic reaction: reactants, conditions, products, and yield The reactants are CC(C)(C)OC(=O)N1CCCC1C(=O)c1ccc(OCc2ccccc2)cc1, CC(=O)[O-], CO, [NH4+]. Yields the product CC(C)(C)OC(=O)N1CCCC1C(N)c1ccc(OCc2ccccc2)cc1. RXN SMILES: [CH2:1]([c:2]1[cH:3][cH:4][cH:5][cH:6][cH:7]1)[O:8][c:9]1[cH:10][cH:11][c:12]([C:13](=[O:14])[CH:15]2[N:16]([C:20](=[O:21])[O:22][C:23]([CH3:24])([CH3:25])[CH3:26])[CH2:17][CH2:18][CH2:19]2)[cH:27][cH:28]1.[CH3:30][C:31](=[O:32])[O-:33].[CH3:34][OH:35].[NH4+:29]>>[CH2:1]([c:2]1[cH:3][cH:4][cH:5][cH:6][cH:7]1)[O:8][c:9]1[cH:10][cH:11][c:12]([CH:13]([CH:15]2[N:16]([C:20](=[O:21])[O:22][C:23]([CH3:24])([CH3:25])[CH3:26])[CH2:17][CH2:18][CH2:19]2)[NH2:29])[cH:27][cH:28]1. The reactants are CNC(=O)[C@@H]1N(CCC1)C1=CC=C(C=C1)NC(=N)N ((R)-1-(4-Guanidino-phenyl)-pyrrolidine-2-carboxylic acid methylamide), CN(\C=C(\C(=O)C1=CN=C(N1C(C)C)C)/F)C ((2Z)-3-(dimethylamino)-2-fluoro-1-(1-isopropyl-2-methyl-1H-imidazol-5-yl)prop-2-en-1-one). The solvent is COCCO (2-methoxyethanol). Reaction conditions: temperature 200 celsius. The product is CNC(=O)[C@@H]1N(CCC1)C1=CC=C(C=C1)NC1=NC=C(C(=N1)C=1N(C(=NC1)C)C(C)C)F ((R)-1-{4-[5-Fluoro-4-(3-isopropyl-2-methyl-3H-imidazol-4-yl)-pyrimidin-2-ylamino]-phenyl}-pyrrolidine-2-carboxylic acid methylamide). Isolated yield 39.9%. Reaction SMILES: [CH3:1][NH:2][C:3]([C@H:5]1[CH2:9][CH2:8][CH2:7][N:6]1[C:10]1[CH:15]=[CH:14][C:13]([NH:16][C:17]([NH2:19])=[NH:18])=[CH:12][CH:11]=1)=[O:4].CN(C)/[CH:22]=[C:23](\[F:35])/[C:24]([C:26]1[N:30]([CH:31]([CH3:33])[CH3:32])[C:29]([CH3:34])=[N:28][CH:27]=1)=O>COCCO>[CH3:1][NH:2][C:3]([C@H:5]1[CH2:9][CH2:8][CH2:7][N:6]1[C:10]1[CH:15]=[CH:14][C:13]([NH:16][C:17]2[N:19]=[C:24]([C:26]3[N:30]([CH:31]([CH3:32])[CH3:33])[C:29]([CH3:34])=[N:28][CH:27]=3)[C:23]([F:35])=[CH:22][N:18]=2)=[CH:12][CH:11]=1)=[O:4]. Procedure: (R)-1-(4-Guanidino-phenyl)-pyrrolidine-2-carboxylic acid methylamide (Method 59; 0.22 g, 0.82 mmol) and (2Z)-3-(dimethylamino)-2-fluoro-1-(1-isopropyl-2-methyl-1H-imidazol-5-yl)prop-2-en-1-one (Method 14; 0.15 g, 0.63 mmol) were added to 2-methoxyethanol (4 ml) and heated at 200° C. for 2 hours in the microwave. Solvent was removed in vacuo and chromatographed. The product was passed purified by HPLC, and the required fractions were combined and basified with K2CO3 (0.5 g), extracted with DCM (2... Product: Cl.C(C)C=1C=2C[C@H]3N(C(C2C=C(C1)C(F)(F)F)=O)CCNC3 ((R)-10-ethyl-8-trifluoromethyl-1,2,3,4,11,11a-hexahydropyrazino[1,2-b]isoquinolin-6-one hydrochloric acid salt). Reagents/catalysts: [Pd] (Pd/C). Starting materials: Cl (HCl), C(C)OCC (diethyl ether), C(C)(C)(C)OC(=O)N1C[C@@H]2N(C(C=3C=C(C=C(C3C2)CC)C(F)(F)F)=O)CC1 ((R)-2-N-(t-butoxycarbonyl)-10-ethyl-8-trifluoromethyl-1,2,3,4,11,11a-hexahydropyrazino[1,2-b]isoquinolin-6-one), O1CCOCC1 (1,4-dioxane). As a reaction SMILES: C(OC([N:8]1[CH2:28][CH2:27][N:11]2[C:12](=[O:26])[C:13]3[CH:14]=[C:15]([C:22]([F:25])([F:24])[F:23])[CH:16]=[C:17]([CH2:20][CH3:21])[C:18]=3[CH2:19][C@@H:10]2[CH2:9]1)=O)(C)(C)C.[ClH:29].O1CCOCC1.C(OCC)C>CCO.[Pd]>[ClH:29].[CH2:20]([C:17]1[C:18]2[CH2:19][C@@H:10]3[CH2:9][NH:8][CH2:28][CH2:27][N:11]3[C:12](=[O:26])[C:13]=2[CH:14]=[C:15]([C:22]([F:23])([F:25])[F:24])[CH:16]=1)[CH3:21] |f:6.7|. Solvent: CCO (EtOH). Procedure details: MS (ESI) 340 (M+H). Crude (R)-2-N-(t-butoxycarbonyl)-10-ethyl-8-trifluoromethyl-1,2,3,4,11,11a-hexahydropyrazino[1,2-b]isoquinolin-6-one was dissolved in EtOH (2 mL) and hydrogenated [10% Pd/C (50 mg), H2 (30 psi)]. The reaction mixture was filtered through diatomaceous earth, and then purified by flash column chromatography (silica gel, 4:1 hexanes/EtOAc). The resulting material was deprotected using 4 N HCl in 1,4-dioxane (200 μL, 0.8 mmol), followed by trituration with diethyl ether, to provi... The yield is 40.0%. Reactants: O=C(Cl)c1ccccc1Br, ClCCl, CC(C)(N)CO, O=C(O)c1ccc(Br)cc1, O=S(Cl)Cl. Yields the product CC1(C)COC(c2ccc(Br)cc2)=N1. As a reaction SMILES: [Br:11][c:12]1[cH:13][cH:14][cH:15][cH:16][c:17]1[C:18]([Cl:19])=[O:20].[Cl:27][CH2:28][Cl:29].[NH2:21][C:22]([CH2:23][OH:24])([CH3:25])[CH3:26].[OH:1][C:2](=[O:3])[c:4]1[cH:5][cH:6][c:7]([Br:8])[cH:9][cH:10]1.[S:30]([Cl:31])([Cl:32])=[O:33]>>[C:2]1([c:4]2[cH:5][cH:6][c:7]([Br:8])[cH:9][cH:10]2)=[N:21][C:22]([CH3:25])([CH3:26])[CH2:23][O:3]1. Reactants: BrC=1C=CC(=C2C(N(CC12)C)=O)N(C(=O)OC(C)(C)C)C(=O)OC(C)(C)C (di-tert-butyl (7-bromo-2-methyl-3-oxo-2,3-dihydro-1H-isoindol-4-yl)imidodicarbonate), BrC=1C=CC(=C2C(N(CC12)C)=O)N(C(=O)OC(C)(C)C)C(=O)OC(C)(C)C (di-tert-butyl (7-bromo-2-methyl-3-oxo-2,3-dihydro-1H-isoindol-4-yl)imidodicarbonate). The reagents and catalysts are C=1C=CC(=CC1)[P](C=2C=CC=CC2)(C=3C=CC=CC3)[Pd]([P](C=4C=CC=CC4)(C=5C=CC=CC5)C=6C=CC=CC6)([P](C=7C=CC=CC7)(C=8C=CC=CC8)C=9C=CC=CC9)[P](C=1C=CC=CC1)(C=1C=CC=CC1)C=1C=CC=CC1 (Pd(PPh3)4). Reaction conditions: temperature 65 celsius. Yields the product C(C)(C)(C)OC(=O)N(C1=CC=C(C=2CN(C(C12)=O)C)C(=O)OC)C(=O)OC(C)(C)C (Methyl 7-[bis(tert-butoxycarbonyl)amino]-2-methyl-1-oxo-2,3-dihydro-1H-isoindole-4-carboxylate). As a reaction SMILES: Br[C:2]1[CH:3]=[CH:4][C:5]([N:13]([C:21]([O:23][C:24]([CH3:27])([CH3:26])[CH3:25])=[O:22])[C:14]([O:16][C:17]([CH3:20])([CH3:19])[CH3:18])=[O:15])=[C:6]2[C:10]=1[CH2:9][N:8]([CH3:11])[C:7]2=[O:12]>C1C=CC([P]([Pd]([P](C2C=CC=CC=2)(C2C=CC=CC=2)C2C=CC=CC=2)([P](C2C=CC=CC=2)(C2C=CC=CC=2)C2C=CC=CC=2)[P](C2C=CC=CC=2)(C2C=CC=CC=2)C2C=CC=CC=2)(C2C=CC=CC=2)C2C=CC=CC=2)=CC=1>[C:24]([O:23][C:21]([N:13]([C:14]([O:16][C:17]([CH3:20])([CH3:19])[CH3:18])=[O:15])[C:5]1[C:6]2[C:7](=[O:12])[N:8]([CH3:11])[CH2:9][C:10]=2[C:2]([C:14]([O:16][CH3:17])=[O:15])=[CH:3][CH:4]=1)=[O:22])([CH3:26])([CH3:27])[CH3:25] |^1:31,33,52,71|. Procedure: A mixture of di-tert-butyl (7-bromo-2-methyl-3-oxo-2,3-dihydro-1H-isoindol-4-yl)imidodicarbonate (Compound 118C, 500 mg, 1.13 mmol), Pd(PPh3)4 (131 mg, 0.113 mmol), in MeOH (5 mL) and THF (10 mL) was evacuated and refilled with carbon monoxide (3×), then heated at 65° C. overnight. The solvent was removed in vacuo and the crude product was taken up in EtOAc and washed successively with water then brine. The desired product was purified by column chromatography. MS (ES+): m/z 321.28 (100) [(M-Boc...